This data is from the Open Reaction Database (ORD), a public repository of structured organic reaction records. The task is: describe an organic reaction: reactants, conditions, products, and yield Starting materials: CC(C)(C)c1ccc(OCC(=O)O)cc1, O=C1NC(Cc2ccccc2)CO1, [Li]CCCC, CCCCCC, O=C(Cl)C(=O)Cl. The product is CC(C)(C)c1ccc(OCC(=O)N2C(=O)OCC2Cc2ccccc2)cc1. Reaction SMILES: [C:1]([CH3:2])([CH3:3])([CH3:4])[c:5]1[cH:6][cH:7][c:8]([O:9][CH2:10][C:11](=[O:12])[OH:13])[cH:14][cH:15]1.[CH2:22]([c:23]1[cH:24][cH:25][cH:26][cH:27][cH:28]1)[CH:29]1[NH:30][C:31](=[O:34])[O:32][CH2:33]1.[CH2:35]([Li:36])[CH2:37][CH2:38][CH3:39].[CH3:40][CH2:41][CH2:42][CH2:43][CH2:44][CH3:45].[Cl:16][C:17]([C:18]([Cl:19])=[O:20])=[O:21]>>[C:1]([CH3:2])([CH3:3])([CH3:4])[c:5]1[cH:6][cH:7][c:8]([O:9][CH2:10][C:11](=[O:13])[N:30]2[CH:29]([CH2:22][c:23]3[cH:24][cH:25][cH:26][cH:27][cH:28]3)[CH2:33][O:32][C:31]2=[O:34])[cH:14][cH:15]1. Starting materials: CN(C)C=O, O=C(Cl)C(=O)Cl, ClCCl, O=C(O)c1cc2c(s1)CCCC2. Product: O=C(Cl)c1cc2c(s1)CCCC2. RXN SMILES: [CH3:13][N:14]([CH3:15])[CH:16]=[O:17].[Cl:18][C:19]([C:20]([Cl:21])=[O:22])=[O:23].[Cl:24][CH2:25][Cl:26].[s:1]1[c:2]2[c:3]([cH:4][c:5]1[C:6](=[O:7])[OH:8])[CH2:9][CH2:10][CH2:11][CH2:12]2>>[s:1]1[c:2]2[c:3]([cH:4][c:5]1[C:6](=[O:7])[Cl:18])[CH2:9][CH2:10][CH2:11][CH2:12]2. Reactants: C(=C)OCC(C)C (isobutyl vinyl ether), C(C)(=O)O (acetic acid). Conditions: temperature 60 celsius, time 12 hour. Yields the product C(=C)OCC(C)C.C(C)(=O)O (Isobutyl Vinyl Ether Acetic Acid). RXN SMILES: [CH:1]([O:3][CH2:4][CH:5]([CH3:7])[CH3:6])=[CH2:2].[C:8]([OH:11])(=[O:10])[CH3:9]>>[CH:1]([O:3][CH2:4][CH:5]([CH3:7])[CH3:6])=[CH2:2].[C:8]([OH:11])(=[O:10])[CH3:9] |f:2.3|. Reported procedure: 16.8 ml of isobutyl vinyl ether (IBVE Sigma Aldrich, 99% purity) was placed in a two-neck glass reactor equipped with a stirrer. 5.0 ml of acetic acid (AA, Sigma Aldrich) was added and the reaction mixture was slowly heated to 60° C. The reaction mixture was maintained at 60° C. for 12 hours. After 12 hours, the reaction mixture was cooled to room temperature. The crude product was washed six times with distilled water until the product is neutral. 1H NMR spectroscopy was performed to characteri... Starting materials: BrCC(=O)OCC (ethyl bromoacetate), [H-].[Na+] (Sodium hydride), Cl.OC1=CC=C(C=C1)CCNCC(C=1N=C(SC1)C)O (N-[2-(4-hydroxyphenyl)ethyl]-2-hydroxy-2-(2-methylthiazol-4-yl)ethanamine hydrochloride), C([O-])(O)=O.[Na+] (sodium bicarbonate). Run in CN(C=O)C (dimethylformamide), paraffin, CN(C=O)C (dimethyl formamide). Reaction conditions: time 15 minute. Yields the product Cl.C(=O)(OC)COC1=CC=C(C=C1)CCNCC(C=1N=C(SC1)C)O (N-[2-(4-Carbomethoxymethoxyphenyl)ethyl]-2-hydroxy-2-(2-methyl-thiazol-4-yl)ethanamine hydrochloride). As a reaction SMILES: [H-].[Na+].[ClH:3].[OH:4][C:5]1[CH:10]=[CH:9][C:8]([CH2:11][CH2:12][NH:13][CH2:14][CH:15]([OH:22])[C:16]2[N:17]=[C:18]([CH3:21])[S:19][CH:20]=2)=[CH:7][CH:6]=1.Br[CH2:24][C:25]([O:27][CH2:28]C)=[O:26].C(=O)(O)[O-].[Na+]>CN(C)C=O>[ClH:3].[C:25]([CH2:24][O:4][C:5]1[CH:10]=[CH:9][C:8]([CH2:11][CH2:12][NH:13][CH2:14][CH:15]([OH:22])[C:16]2[N:17]=[C:18]([CH3:21])[S:19][CH:20]=2)=[CH:7][CH:6]=1)([O:27][CH3:28])=[O:26] |f:0.1,2.3,5.6,8.9|. Procedure: 100 mg (2.1 mmol) of Sodium hydride dispersion (50% in paraffin oil) are added to 280 mg (1 mmol) of N-[2-(4-hydroxyphenyl)ethyl]-2-hydroxy-2-(2-methylthiazol-4-yl)ethanamine hydrochloride dissolved in 7 ml of absolute dimethyl formamide. After stirring at room temperature for 15 minutes, the solution of 153 mg (1 mmol) of ethyl bromoacetate in 3 ml of absolute dimethylformamide is rapidly added dropwise. The mixture is then stirred overnight, 20 ml of saturated sodium bicarbonate solution are a... The reactants are CC(=O)SC1CC(=O)N(Cc2ccc(Oc3ccccc3)cc2)C1COCc1ccccc1, CC(=O)O, Cl, O. Yields the product O=C1CC(S)C(COCc2ccccc2)N1Cc1ccc(Oc2ccccc2)cc1. RXN SMILES: [C:1](=[O:2])([CH3:3])[S:4][CH:5]1[CH2:6][C:7](=[O:33])[N:8]([CH2:19][c:20]2[cH:21][cH:22][c:23]([O:26][c:27]3[cH:28][cH:29][cH:30][cH:31][cH:32]3)[cH:24][cH:25]2)[CH:9]1[CH2:10][O:11][CH2:12][c:13]1[cH:14][cH:15][cH:16][cH:17][cH:18]1.[CH3:35][C:36](=[O:37])[OH:38].[ClH:39].[OH2:34]>>[SH:4][CH:5]1[CH2:6][C:7](=[O:33])[N:8]([CH2:19][c:20]2[cH:21][cH:22][c:23]([O:26][c:27]3[cH:28][cH:29][cH:30][cH:31][cH:32]3)[cH:24][cH:25]2)[CH:9]1[CH2:10][O:11][CH2:12][c:13]1[cH:14][cH:15][cH:16][cH:17][cH:18]1. Starting materials: CI (methyliodide), C(C)(C)(C)[Li] (tert-butyllithium), C(C)(C)(C)OC(NC1=CC(=CC(=C1)OC)OC)=O ((3,5-dimethoxy-phenyl)-carbamic acid tert-butyl ester), ice H2O, CCOC(=O)C (EtOAc). Run in C1CCOC1 (THF), C1CCOC1 (THF). Conditions: temperature -65 celsius. The product is C(C)(C)(C)OC(NC1=C(C(=CC(=C1)OC)OC)C)=O ((3,5-Dimethoxy-2-methyl-phenyl)-carbamic acid tert-butyl ester). Reaction SMILES: [C:1]([Li])(C)(C)C.[C:6]([O:10][C:11](=[O:23])[NH:12][C:13]1[CH:18]=[C:17]([O:19][CH3:20])[CH:16]=[C:15]([O:21][CH3:22])[CH:14]=1)([CH3:9])([CH3:8])[CH3:7].CI.CCOC(C)=O>C1COCC1>[C:6]([O:10][C:11](=[O:23])[NH:12][C:13]1[CH:18]=[C:17]([O:19][CH3:20])[CH:16]=[C:15]([O:21][CH3:22])[C:14]=1[CH3:1])([CH3:9])([CH3:8])[CH3:7]. Procedure details: A solution of tert-butyllithium (200 mL, 340 mmol, 2.4 equiv, 1.7M in pentane) is added dropwise to a cold (−65° C.) solution of (3,5-dimethoxy-phenyl)-carbamic acid tert-butyl ester (36.1 g, 142 mmol) in THF (250 mL), under an argon atmosphere. The mixture is stirred for min at −65° C. and then allowed to warm to −25° C. A solution of methyliodide (10.7 mL, 171 mmol, 1.2 equiv) in THF (140 mL) is then added. The reaction mixture is allowed to stir for 1 h at −25° C. and then poured onto a mixtu... Starting materials: O=C([O-])[O-], CN(C)C=O, [Cl-], C#CCOc1cc(Cl)ncn1, Oc1cccc(F)c1, [K+], [K+], [NH4+]. The product is C#CCOc1cc(Oc2cccc(F)c2)ncn1. Reaction SMILES: [C:12](=[O:13])([O-:14])[O-:15].[CH3:28][N:29]([CH3:30])[CH:31]=[O:32].[Cl-:26].[Cl:1][c:2]1[n:3][cH:4][n:5][c:6]([O:8][CH2:9][C:10]#[CH:11])[cH:7]1.[F:18][c:19]1[cH:20][c:21]([OH:25])[cH:22][cH:23][cH:24]1.[K+:16].[K+:17].[NH4+:27]>>[c:2]1([O:25][c:21]2[cH:20][c:19]([F:18])[cH:24][cH:23][cH:22]2)[n:3][cH:4][n:5][c:6]([O:8][CH2:9][C:10]#[CH:11])[cH:7]1.